This data is from the Open Reaction Database (ORD), a public repository of structured organic reaction records. The task is: describe an organic reaction: reactants, conditions, products, and yield Reactants: IC=1OC(=C(N1)I)C(=O)OCC (ethyl 2,4-diiodo-1,3-oxazole-5-carboxylate), CC1=CC=C(C=C1)B(O)O ((4-methylphenyl)boronic acid), C([O-])([O-])=O.[Na+].[Na+] (sodium carbonate), C(=O)(O)[O-].[Na+] (NaHCO3). The reagents and catalysts are C1=CC=C(C=C1)[PH+](C2=CC=CC=C2)[C]3[CH][CH][CH][CH]3.C1=CC=C(C=C1)[PH+](C2=CC=CC=C2)[C]3[CH][CH][CH][CH]3.C(Cl)Cl.Cl[Pd]Cl.[Fe] (dichloro[1,1′-bis(diphenylphosphino)ferrocene]palladium(II) dichloromethane adduct). Run in O1CCOCC1 (dioxane). Reaction conditions: time 18 hour. Yields the product IC=1N=C(OC1C(=O)OCC)C1=CC=C(C=C1)C (Ethyl 4-iodo-2-(4-methylphenyl)-1,3-oxazole-5-carboxylate). Yield: 35.0%. RXN SMILES: I[C:2]1[O:3][C:4]([C:8]([O:10][CH2:11][CH3:12])=[O:9])=[C:5]([I:7])[N:6]=1.[CH3:13][C:14]1[CH:19]=[CH:18][C:17](B(O)O)=[CH:16][CH:15]=1.C(=O)([O-])[O-].[Na+].[Na+].C([O-])(O)=O.[Na+]>O1CCOCC1.C1C=CC([PH+]([C]2[CH][CH][CH][CH]2)C2C=CC=CC=2)=CC=1.C1C=CC([PH+]([C]2[CH][CH][CH][CH]2)C2C=CC=CC=2)=CC=1.C(Cl)Cl.Cl[Pd]Cl.[Fe]>[I:7][C:5]1[N:6]=[C:2]([C:17]2[CH:18]=[CH:19][C:14]([CH3:13])=[CH:15][CH:16]=2)[O:3][C:4]=1[C:8]([O:10][CH2:11][CH3:12])=[O:9] |f:2.3.4,5.6,8.9.10.11.12,^1:44,45,46,47,48,62,63,64,65,66|. Reported procedure: To a solution of ethyl 2,4-diiodo-1,3-oxazole-5-carboxylate (0.13 g, 0.32 mmol), (4-methylphenyl)boronic acid (48.0 mg, 0.35 mmol) and sodium carbonate (2.0 M; 0.40 mL, 0.80 mmol) in dioxane (2 mL) was added dichloro[1,1′-bis(diphenylphosphino)ferrocene]palladium(II) dichloromethane adduct (13.1 mg, 16.0 μmol). The mixture was stirred at ambient temperature. After 18 h, sat. NaHCO3 was added and the mixture was extracted with dichloromethane (3×). The combined organic extracts was dried over MgS... Reactants: CC1=CC(=NN1CC(=O)O)C(F)(F)F ([5-methyl-3-(trifluoromethyl)-1H-pyrazol-1-yl]acetic acid), NC=1C=C(C=NC1)C(=O)C1=CN(C2=C1C=NC=C2F)C(CO)C ((5-aminopyridin-3-yl)[7-fluoro-1-(2-hydroxy-1-methylethyl)-1H-pyrrolo[3,2-c]pyridin-3-yl]methanone). Product: FC=1C2=C(C=NC1)C(=CN2C(CO)C)C(=O)C=2C=C(C=NC2)NC(CN2N=C(C=C2C)C(F)(F)F)=O (N-(5-{[7-fluoro-1-(1-hydroxypropan-2-yl)-1H-pyrrolo[3,2-c]pyridin-3-yl]carbonyl}pyridin-3-yl)-2-[5-methyl-3-(trifluoromethyl)-1H-pyrazol-1-yl]acetamide). Reaction SMILES: [CH3:1][C:2]1[N:6]([CH2:7][C:8]([OH:10])=O)[N:5]=[C:4]([C:11]([F:14])([F:13])[F:12])[CH:3]=1.[NH2:15][C:16]1[CH:17]=[C:18]([C:22]([C:24]2[C:28]3[CH:29]=[N:30][CH:31]=[C:32]([F:33])[C:27]=3[N:26]([CH:34]([CH3:37])[CH2:35][OH:36])[CH:25]=2)=[O:23])[CH:19]=[N:20][CH:21]=1>>[F:33][C:32]1[C:27]2[N:26]([CH:34]([CH3:37])[CH2:35][OH:36])[CH:25]=[C:24]([C:22]([C:18]3[CH:17]=[C:16]([NH:15][C:8](=[O:10])[CH2:7][N:6]4[C:2]([CH3:1])=[CH:3][C:4]([C:11]([F:14])([F:13])[F:12])=[N:5]4)[CH:21]=[N:20][CH:19]=3)=[O:23])[C:28]=2[CH:29]=[N:30][CH:31]=1. Reported procedure: Prepared according to Method M (Example 206) using [5-methyl-3-(trifluoromethyl)-1H-pyrazol-1-yl]acetic acid and (5-aminopyridin-3-yl)[7-fluoro-1-(2-hydroxy-1-methylethyl)-1H-pyrrolo[3,2-c]pyridin-3-yl]methanone (Enantiomer 2, Preparation 26). The residue was purified using preparative TLC eluting with 5% MeOH in EtOAc. Starting materials: CC(C)(C)OC(=O)NC1(C(=O)NC(C#N)Cc2ccc(-c3ccc(C(N)=O)c(F)c3)cc2)CCOCC1, CC#N, O. The product is N#CC(Cc1ccc(-c2ccc(C(N)=O)c(F)c2)cc1)NC(=O)C1(N)CCOCC1. RXN SMILES: [C:1]([NH2:2])(=[O:3])[c:4]1[c:5]([F:37])[cH:6][c:7](-[c:10]2[cH:11][cH:12][c:13]([CH2:16][CH:17]([C:18]#[N:19])[NH:20][C:21](=[O:22])[C:23]3([NH:29][C:30](=[O:31])[O:32][C:33]([CH3:34])([CH3:35])[CH3:36])[CH2:24][CH2:25][O:26][CH2:27][CH2:28]3)[cH:14][cH:15]2)[cH:8][cH:9]1.[CH3:39][C:40]#[N:41].[OH2:38]>>[C:1]([NH2:2])(=[O:3])[c:4]1[c:5]([F:37])[cH:6][c:7](-[c:10]2[cH:11][cH:12][c:13]([CH2:16][CH:17]([C:18]#[N:19])[NH:20][C:21](=[O:22])[C:23]3([NH2:29])[CH2:24][CH2:25][O:26][CH2:27][CH2:28]3)[cH:14][cH:15]2)[cH:8][cH:9]1. Starting materials: CC(C)OC(N[C@@H]1C[C@@H](N(C2=CC=C(C=C12)Br)C(C)=O)C)=O (1-Methylethyl[(2S,4R)-1-acetyl-6-bromo-2-methyl-1,2,3,4-tetrahydro-4-quinolinyl]carbamate), C(=O)([O-])[O-].[K+].[K+] (K2CO3), CC1(OB(OC1(C)C)C=1C=CC(=NC1)N)C (5-(4,4,5,5-tetramethyl-1,3,2-dioxaborolan-2-yl)-2-pyridinamine), C1(=CC=CC=C1)C (toluene). The reagents and catalysts are C=1C=CC(=CC1)[P](C=2C=CC=CC2)(C=3C=CC=CC3)[Pd]([P](C=4C=CC=CC4)(C=5C=CC=CC5)C=6C=CC=CC6)([P](C=7C=CC=CC7)(C=8C=CC=CC8)C=9C=CC=CC9)[P](C=1C=CC=CC1)(C=1C=CC=CC1)C=1C=CC=CC1 (tetrakis(triphenylphosphine)palladium(0)). Run in C(C)O (ethanol). Reaction conditions: temperature 90 celsius, time 16 hour. Product: CC(C)OC(N[C@@H]1C[C@@H](N(C2=CC=C(C=C12)C=1C=NC(=CC1)N)C(C)=O)C)=O (1-methylethyl[(2S,4R)-1-acetyl-6-(6-amino-3-pyridinyl)-2-methyl-1,2,3,4-tetrahydro-4-quinolinyl]carbamate). Isolated yield 85.2%. RXN SMILES: [CH3:1][CH:2]([O:4][C:5](=[O:22])[NH:6][C@H:7]1[C:16]2[C:11](=[CH:12][CH:13]=[C:14](Br)[CH:15]=2)[N:10]([C:18](=[O:20])[CH3:19])[C@@H:9]([CH3:21])[CH2:8]1)[CH3:3].CC1(C)C(C)(C)OB([C:31]2[CH:32]=[CH:33][C:34]([NH2:37])=[N:35][CH:36]=2)O1.C1(C)C=CC=CC=1.C([O-])([O-])=O.[K+].[K+]>C(O)C.C1C=CC([P]([Pd]([P](C2C=CC=CC=2)(C2C=CC=CC=2)C2C=CC=CC=2)([P](C2C=CC=CC=2)(C2C=CC=CC=2)C2C=CC=CC=2)[P](C2C=CC=CC=2)(C2C=CC=CC=2)C2C=CC=CC=2)(C2C=CC=CC=2)C2C=CC=CC=2)=CC=1>[CH3:1][CH:2]([O:4][C:5](=[O:22])[NH:6][C@H:7]1[C:16]2[C:11](=[CH:12][CH:13]=[C:14]([C:31]3[CH:36]=[N:35][C:34]([NH2:37])=[CH:33][CH:32]=3)[CH:15]=2)[N:10]([C:18](=[O:20])[CH3:19])[C@@H:9]([CH3:21])[CH2:8]1)[CH3:3] |f:3.4.5,^1:58,60,79,98|. Procedure details: 1-Methylethyl[(2S,4R)-1-acetyl-6-bromo-2-methyl-1,2,3,4-tetrahydro-4-quinolinyl]carbamate (1 g, 2.71 mmol) (for a preparation see Example 4) and 5-(4,4,5,5-tetramethyl-1,3,2-dioxaborolan-2-yl)-2-pyridinamine (0.487 g, 2.213 mmol) were combined in ethanol (4.7 ml) and toluene (4.70 ml) to give a light yellow solution. K2CO3 (0.449 g, 3.25 mmol) followed by tetrakis(triphenylphosphine)palladium(0) (0.156 g, 0.135 mmol) were added and the resulted mixture was stirred at 90° C. under nitrogen for 16... The reactants are BrCCC[Si](Cl)(Cl)Cl ((3-bromopropyl)trichlorosilane), C(CC(O)(C(=O)O)CC(=O)O)(=O)O (citric acid), crude product, C(C=C)[Mg]Br (allylmagnesium bromide), C(C)OCC (diethyl ether), CCCCCC (n-hexane). Conditions: time 3 hour. The product is C(C=C)[Si](CCCBr)(CC=C)CC=C (triallyl(3-bromopropyl)silane). Yield: 98.0%. Reaction SMILES: [Br:1][CH2:2][CH2:3][CH2:4][Si:5](Cl)(Cl)Cl.[CH2:9]([Mg]Br)[CH:10]=[CH2:11].C(OCC)C.C(O)(=O)C[C:21]([CH2:26][C:27](O)=O)(C(O)=O)O.[CH3:32][CH2:33][CH2:34]CCC>>[CH2:9]([Si:5]([CH2:27][CH:26]=[CH2:21])([CH2:34][CH:33]=[CH2:32])[CH2:4][CH2:3][CH2:2][Br:1])[CH:10]=[CH2:11]. Procedure details: Under a nitrogen atmosphere, (3-bromopropyl)trichlorosilane (22) (1 equiv., 5 g, 19.5 mmol) was cooled down to 0° C., then 1M allylmagnesium bromide solution (3.3 equiv., 64.5 ml) was added and stirred at room temperature for 3 hours. To the reacted mixture, diethyl ether was added and neutralized with aqueous solution of citric acid. The obtained water layer was extracted with diethyl ether and the collected organic layer was washed with saturated saline solution, then dried over anhydrous magn...